Dataset: the Open Reaction Database (ORD), a public repository of structured organic reaction records. Task: describe an organic reaction: reactants, conditions, products, and yield Reactants: CC#N, Clc1ccc2[nH]c(C(Cl)(Cl)Cl)nc2c1, [K+], [K+], C1CNC2CNCC2C1, O=C([O-])[O-], O. Yields the product O=C(c1nc2cc(Cl)ccc2[nH]1)N1CC2CCCNC2C1. RXN SMILES: [CH3:30][C:31]#[N:32].[Cl:1][c:2]1[cH:3][c:4]2[c:5]([nH:6][c:7]([C:9]([Cl:10])([Cl:11])[Cl:12])[n:8]2)[cH:13][cH:14]1.[K+:15].[K+:16].[NH:21]1[CH:22]2[CH:23]([CH2:24][CH2:25][CH2:26]1)[CH2:27][NH:28][CH2:29]2.[O-:17][C:18]([O-:19])=[O:20].[OH2:33]>>[Cl:1][c:2]1[cH:3][c:4]2[c:5]([nH:6][c:7]([C:9](=[O:17])[N:28]3[CH2:27][CH:23]4[CH:22]([NH:21][CH2:26][CH2:25][CH2:24]4)[CH2:29]3)[n:8]2)[cH:13][cH:14]1.